Task: describe an organic reaction: reactants, conditions, products, and yield. Dataset: the Open Reaction Database (ORD), a public repository of structured organic reaction records The reactants are C(C)(C)(C)OC(N[C@H](CC1=C(C=CC=C1)F)C(N(C)OC)=O)=O ([(R)-2-(2-fluoro-phenyl)-1-(methoxy-methyl-carbamoyl)-ethyl]-carbamic acid tert-butyl ester), C(C)(C)(C)NC(C1=C(C=CC=C1C)C)=O (N-tert-butyl-2,6-dimethyl-benzamide). Yields the product C(C)(C)(C)OC(N[C@@H](C(CC1=C(C(=CC=C1)C)C(NC(C)(C)C)=O)=O)CC1=C(C=CC=C1)F)=O ([(R)-3-(2-tert-Butylcarbamoyl-3-methyl-phenyl)-1-(2-fluoro-benzyl)-2-oxo-propyl]-carbamic acid tert-butyl ester). Reaction SMILES: [C:1]([O:5][C:6](=[O:23])[NH:7][C@@H:8]([C:17](=[O:22])N(OC)C)[CH2:9][C:10]1[CH:15]=[CH:14][CH:13]=[CH:12][C:11]=1[F:16])([CH3:4])([CH3:3])[CH3:2].[C:24]([NH:28][C:29](=[O:38])[C:30]1[C:35]([CH3:36])=[CH:34][CH:33]=[CH:32][C:31]=1[CH3:37])([CH3:27])([CH3:26])[CH3:25]>>[C:1]([O:5][C:6](=[O:23])[NH:7][C@H:8]([CH2:9][C:10]1[CH:15]=[CH:14][CH:13]=[CH:12][C:11]=1[F:16])[C:17](=[O:22])[CH2:36][C:35]1[CH:34]=[CH:33][CH:32]=[C:31]([CH3:37])[C:30]=1[C:29](=[O:38])[NH:28][C:24]([CH3:26])([CH3:25])[CH3:27])([CH3:2])([CH3:3])[CH3:4]. Procedure details: Using general procedure 2 with [(R)-2-(2-fluoro-phenyl)-1-(methoxy-methyl-carbamoyl)-ethyl]-carbamic acid tert-butyl ester (2.65 g, 8.1 mmol) and N-tert-butyl-2,6-dimethyl-benzamide (5.0 g, 24 mmol), followed by purification by silica gel flash column chromatography gives the title compound. Starting materials: COC(COC1=CC=C(C=2SC3=CC=CC=C3SC12)C=1OC(=CC(C1)=O)N1CCOCC1)=O ([4-(6-Morpholin-4-yl-4-oxo-4H-pyran-2-yl)-thianthren-1-yloxy]-acetic acid methyl ester), [OH-].[Na+] (sodium hydroxide). Run in CO (methanol). Reaction conditions: time 24 hour. Yields the product [Na+].N1(CCOCC1)C1=CC(C=C(O1)C1=CC=C(C=2SC3=CC=CC=C3SC12)OCC(=O)[O-])=O ([4-(6-Morpholin-4-yl-4-oxo-4H-pyran-2-yl)-thianthren-1-yloxy]-acetic acid sodium salt). Reaction SMILES: C[O:2][C:3](=[O:33])[CH2:4][O:5][C:6]1[C:19]2[S:18][C:17]3[C:12](=[CH:13][CH:14]=[CH:15][CH:16]=3)[S:11][C:10]=2[C:9]([C:20]2[O:21][C:22]([N:27]3[CH2:32][CH2:31][O:30][CH2:29][CH2:28]3)=[CH:23][C:24](=[O:26])[CH:25]=2)=[CH:8][CH:7]=1.[OH-].[Na+:35]>CO>[Na+:35].[N:27]1([C:22]2[O:21][C:20]([C:9]3[C:10]4[S:11][C:12]5[C:17](=[CH:16][CH:15]=[CH:14][CH:13]=5)[S:18][C:19]=4[C:6]([O:5][CH2:4][C:3]([O-:33])=[O:2])=[CH:7][CH:8]=3)=[CH:25][C:24](=[O:26])[CH:23]=2)[CH2:32][CH2:31][O:30][CH2:29][CH2:28]1 |f:1.2,4.5|. Procedure: To a solution of [4-(6-Morpholin-4-yl-4-oxo-4H-pyran-2-yl)-thianthren-1-yloxy]-acetic acid methyl ester (1.41 g, 2.91 mmol) in anhydrous methanol (10 ml) was added sodium hydroxide (120 mg, 2.91 mmol) in a single portion. The solution was then stirred at room temperature for 24 hours whereupon the solvent was removed in vacuo to give the title compound as an off white paste (1.43 g, 98%) that required no further purification. m/z (LC-MS, ESP): RT=3.79 min, (M−−23)=468 Reactants: C(C)(C)(C)OC(C1=CC=C(C=C1)Br)=O (4-Bromo-benzoic acid tert.-butyl ester), C1(=CC=CC=C1)P(C1=CC=CC=C1)C1=CC=CC=C1 (triphenylphosphine), C(C)(C)(C)OC(C1=CC=C(C=C1)C#C)=O (4-ethinyl-benzoic acid tert.-butyl ester), N#N (N2). The reagents and catalysts are [Cu]I (copper(I)iodide). The solvent is C(C)#N (acetonitrile), CCN(CC)CC (NEt3), C(C)#N (acetonitrile). Reaction conditions: time 8 hour. The product is C(C)(C)(C)OC(=O)C1=CC=C(C=C1)C#CC1=CC=C(C=C1)C(=O)OC(C)(C)C (4,4'-Tolan-dicarboxylic acid-di-tert.-butyl ester). As a reaction SMILES: [C:1]([O:5][C:6](=[O:14])[C:7]1[CH:12]=[CH:11][C:10](Br)=[CH:9][CH:8]=1)([CH3:4])([CH3:3])[CH3:2].C1(P(C2C=CC=CC=2)C2C=CC=CC=2)C=CC=CC=1.N#N.[C:36]([O:40][C:41](=[O:50])[C:42]1[CH:47]=[CH:46][C:45]([C:48]#[CH:49])=[CH:44][CH:43]=1)([CH3:39])([CH3:38])[CH3:37]>C(#N)C.[Cu]I.CCN(CC)CC>[C:1]([O:5][C:6]([C:7]1[CH:12]=[CH:11][C:10]([C:49]#[C:48][C:45]2[CH:46]=[CH:47][C:42]([C:41]([O:40][C:36]([CH3:39])([CH3:38])[CH3:37])=[O:50])=[CH:43][CH:44]=2)=[CH:9][CH:8]=1)=[O:14])([CH3:4])([CH3:3])[CH3:2]. Procedure: 4-Bromo-benzoic acid tert.-butyl ester, 5.1 g of triphenylphosphine and 375 ml of NEt3 are introduced into 1 l of absolute acetonitrile under nitrogen and N2 is passed through the solution for 20 minutes. 10.5 g of (Pφ3)2PdCl2 and 1.5 g of copper(I)iodide are then added and 166.5 g of 4-ethinyl-benzoic acid tert.-butyl ester dissolved in 1 l of absolute acetonitrile are slowly added dropwise under reflux and the reaction mixture is stirred overnight. The resulting reaction mixture is then suctio... Reactants: C(C1=CC=CC=C1)OC(=O)[C@@H]1CC[C@@H](CC1)N(C(CC[C@@H](C1CCOCC1)NCC1=CC(=NC=C1[N+](=O)[O-])OC1=CC=CC=C1)=O)CCOCC1=CC=CC=C1 (4-{(2-benzyloxy-ethyl)-[4-[(5-nitro-2-phenoxy-pyridin-4-ylmethyl)-amino]-4-(S)-(tetrahydro-pyran-4-yl)-butyryl]-amino}-cis-cyclohexanecarboxylic acid benzyl ester), [NH4+].[Cl-] (NH4Cl). Reagents/catalysts: [Zn] (Zinc). Solvent: CO (MeOH). The product is C(C1=CC=CC=C1)OC(=O)[C@@H]1CC[C@@H](CC1)N(CCOCC1=CC=CC=C1)C(CC[C@@H](C1CCOCC1)NCC1=CC(=NC=C1N)OC1=CC=CC=C1)=O (4-[[4-[(5-amino-2-phenoxy-pyridin-4-ylmethyl)-amino]-4-(S)-(tetrahydro-pyran-4-yl)-butyryl]-(2-benzyloxy-ethyl)-amino]-cis-cyclohexanecarboxylic acid benzyl ester). Reaction SMILES: [CH2:1]([O:8][C:9]([C@H:11]1[CH2:16][CH2:15][C@@H:14]([N:17]([CH2:47][CH2:48][O:49][CH2:50][C:51]2[CH:56]=[CH:55][CH:54]=[CH:53][CH:52]=2)[C:18](=[O:46])[CH2:19][CH2:20][C@H:21]([NH:28][CH2:29][C:30]2[C:35]([N+:36]([O-])=O)=[CH:34][N:33]=[C:32]([O:39][C:40]3[CH:45]=[CH:44][CH:43]=[CH:42][CH:41]=3)[CH:31]=2)[CH:22]2[CH2:27][CH2:26][O:25][CH2:24][CH2:23]2)[CH2:13][CH2:12]1)=[O:10])[C:2]1[CH:7]=[CH:6][CH:5]=[CH:4][CH:3]=1.[NH4+].[Cl-]>CO.[Zn]>[CH2:1]([O:8][C:9]([C@H:11]1[CH2:12][CH2:13][C@@H:14]([N:17]([C:18](=[O:46])[CH2:19][CH2:20][C@H:21]([NH:28][CH2:29][C:30]2[C:35]([NH2:36])=[CH:34][N:33]=[C:32]([O:39][C:40]3[CH:41]=[CH:42][CH:43]=[CH:44][CH:45]=3)[CH:31]=2)[CH:22]2[CH2:27][CH2:26][O:25][CH2:24][CH2:23]2)[CH2:47][CH2:48][O:49][CH2:50][C:51]2[CH:56]=[CH:55][CH:54]=[CH:53][CH:52]=2)[CH2:15][CH2:16]1)=[O:10])[C:2]1[CH:3]=[CH:4][CH:5]=[CH:6][CH:7]=1 |f:1.2|. Reported procedure: Zinc dust (21.4 g, 330 mmol) was carefully added into a solution of 4-{(2-benzyloxy-ethyl)-[4-[(5-nitro-2-phenoxy-pyridin-4-ylmethyl)-amino]-4-(S)-(tetrahydro-pyran-4-yl)-butyryl]-amino}-cis-cyclohexanecarboxylic acid benzyl ester (1.85 g, 2.4 mmol) and NH4Cl (2.6 g, 48 mmol) in MeOH (300 mL). The resulting mixture was refluxed 4 hours. The MeOH was removed before EtOAc (300 mL) was added. The resulting solution washed with aq. NaHCO3 and aq. NaCl. The organic layer was dried with MgSO4, filtere... Reactants: N (NH3), C1(=CC=CC=C1)C(C(=O)OCC)C(=O)C (Ethyl 2-phenylacetoacetate), NC(=O)OCC (urethane), P(=O)(Cl)(Cl)Cl (Phosphorous oxychloride). The product is CC=1NC(OC(C1C1=CC=CC=C1)=O)=O (4-methyl-5-phenyl-2H-1,3-oxazine-2,6(3H)-dione). As a reaction SMILES: [C:1]1([CH:7]([C:13]([CH3:15])=O)[C:8]([O:10][CH2:11]C)=[O:9])[CH:6]=[CH:5][CH:4]=[CH:3][CH:2]=1.NC(OCC)=[O:18].P(Cl)(Cl)(Cl)=O.[NH3:27]>>[CH3:15][C:13]1[NH:27][C:11](=[O:18])[O:10][C:8](=[O:9])[C:7]=1[C:1]1[CH:6]=[CH:5][CH:4]=[CH:3][CH:2]=1. Reported procedure: Ethyl 2-phenylacetoacetate (1.0 g, 4.85 mmol) and urethane (0.43 g, 4.85 mmol) were heated, neat, with Phosphorous oxychloride (3 mL) at 90° C. for 3 hours. The excess reagents were removed under vacuum and the resulting residue was triturated with benzene and filtered. This solid was triturated with diethyl ether, filtered, and dried to yield 0.818 g (83%). MS (DCI/NH3) m/z 204 (M+H)+; 1H NMR (300 MHz, DMSO-d6) δ 1.98 (s, 3 H) 7.28 (m, 2 H) 7.39 (m, 3 H) 11.65 (s, 1 H). Starting materials: ClCCl, O=C(O)C(F)(F)F, CC(C)(C)OC(=O)N1CCCC2(CC1)CCN(c1ccncc1)CC2. The product is c1cc(N2CCC3(CCCNCC3)CC2)ccn1. Reaction SMILES: [CH2:33]([Cl:34])[Cl:35].[F:1][C:2]([F:3])([F:4])[C:5]([OH:6])=[O:7].[n:8]1[cH:9][cH:10][c:11]([N:14]2[CH2:15][CH2:16][C:17]3([CH2:18][CH2:19]2)[CH2:20][CH2:21][N:22]([C:26]([O:27][C:28]([CH3:29])([CH3:30])[CH3:31])=[O:32])[CH2:23][CH2:24][CH2:25]3)[cH:12][cH:13]1>>[n:8]1[cH:9][cH:10][c:11]([N:14]2[CH2:15][CH2:16][C:17]3([CH2:18][CH2:19]2)[CH2:20][CH2:21][NH:22][CH2:23][CH2:24][CH2:25]3)[cH:12][cH:13]1. The reactants are C(CC(=O)OCCCC)(=O)OCCCC (dibutyl malonate), crown ether, C(CCCCCCCCCCCCCCCCC)Br (stearyl bromide), [Na] (sodium). RXN SMILES: [C:1]([O:11][CH2:12][CH2:13][CH2:14][CH3:15])(=[O:10])[CH2:2][C:3]([O:5][CH2:6][CH2:7][CH2:8][CH3:9])=[O:4].[CH2:16](Br)[CH2:17][CH2:18][CH2:19][CH2:20][CH2:21][CH2:22][CH2:23][CH2:24][CH2:25][CH2:26][CH2:27][CH2:28][CH2:29][CH2:30][CH2:31][CH2:32][CH3:33].[Na]>C(O)CCC>[CH2:16]([C:2]([CH2:33][CH2:32][CH2:31][CH2:30][CH2:29][CH2:28][CH2:27][CH2:26][CH2:25][CH2:24][CH2:23][CH2:22][CH2:21][CH2:20][CH2:19][CH2:18][CH2:17][CH3:16])([C:3]([O:5][CH2:6][CH2:7][CH2:8][CH3:9])=[O:4])[C:1]([O:11][CH2:12][CH2:13][CH2:14][CH3:15])=[O:10])[CH2:17][CH2:18][CH2:19][CH2:20][CH2:21][CH2:22][CH2:23][CH2:24][CH2:25][CH2:26][CH2:27][CH2:28][CH2:29][CH2:30][CH2:31][CH2:32][CH3:33] |^1:34|. Procedure: 62 m mol of dibutyl malonate, 63 m mol of stearyl bromide, and 69 m mol of sodium were made to react in butanol in the presence of 2 m mol of a crown ether, thereby forming 30 m mol of dibutyl distearylmalonate. Dibutyl distearylmalonate, 15 m mol, was first hydrolyzed, and was then heated in vacuum to be decarboxylated, whereby obtaining 10 m mol of 2-octadecyl eicosanoic acid. This acid, 8 m mol, was converted into its acid chloride. The acid chloride was allowed to react with 10 m mol of p-am... Yields the product C(CCCCCCCCCCCCCCCCC)C(C(=O)OCCCC)(C(=O)OCCCC)CCCCCCCCCCCCCCCCCC (dibutyl distearylmalonate). The solvent is C(CCC)O (butanol). The reactants are Cl.ClC=1C(=NC=CC1N(C)CCCl)CCl ((3-chloro-2-chloromethylpyridin-4-yl)-(2-chloroethyl)methylamine hydrochloride), C(C)(=O)[O-].[K+] (potassium acetate). The solvent is C(C)(=O)O (acetic acid). Product: C(C)(=O)OCC1=NC=CC(=C1Cl)N(C)CCCl (3-Chloro-4-[(2-chloroethyl)methylamino]pyridin-2-ylmethyl acetate). As a reaction SMILES: Cl.[Cl:2][C:3]1[C:4]([CH2:14]Cl)=[N:5][CH:6]=[CH:7][C:8]=1[N:9]([CH2:11][CH2:12][Cl:13])[CH3:10].[C:16]([O-:19])(=[O:18])[CH3:17].[K+]>C(O)(=O)C>[C:16]([O:19][CH2:14][C:4]1[C:3]([Cl:2])=[C:8]([N:9]([CH2:11][CH2:12][Cl:13])[CH3:10])[CH:7]=[CH:6][N:5]=1)(=[O:18])[CH3:17] |f:0.1,2.3|. Procedure details: 3.0 g (10.3 mmol) of (3-chloro-2-chloromethylpyridin-4-yl)-(2-chloroethyl)methylamine hydrochloride and 3.0 g (31 mmol) of potassium acetate are heated at 100° C. for 27 h in 50 ml of glacial acetic acid. The glacial acetic acid is then distilled off and the residue is taken up in 60 ml of ethyl acetate/water (1:1). The mixture is adjusted to pH 8 using sodium bicarbonate solution and extracted with 3×30 ml of ethyl acetate. The organic extracts are washed with water, dried over magnesium sulfat... Starting materials: C(C)(C)(C)[Li] (t-butyl lithium), BrC=1C=C(C=CC1)C=CCCCC (3-bromo-(1-hexenyl)benzene), BrCCCCCOCC1=CC=CC=C1 (1-bromo-5-benzyloxy pentane), Li2CuCl3. Solvent: CCCCCC (hexane), O1CCCC1 (tetrahydrofuran). Run at time 10 minute. Product: C(C1=CC=CC=C1)OCCCCCC=1C=C(C=CC1)C=CCCCC (3-(5-benzyloxypentyl)-1-(1-hexenyl)benzene). RXN SMILES: C([Li])(C)(C)C.Br[C:7]1[CH:8]=[C:9]([CH:13]=[CH:14][CH2:15][CH2:16][CH2:17][CH3:18])[CH:10]=[CH:11][CH:12]=1.Br[CH2:20][CH2:21][CH2:22][CH2:23][CH2:24][O:25][CH2:26][C:27]1[CH:32]=[CH:31][CH:30]=[CH:29][CH:28]=1>CCCCCC.O1CCCC1>[CH2:26]([O:25][CH2:24][CH2:23][CH2:22][CH2:21][CH2:20][C:7]1[CH:8]=[C:9]([CH:13]=[CH:14][CH2:15][CH2:16][CH2:17][CH3:18])[CH:10]=[CH:11][CH:12]=1)[C:27]1[CH:32]=[CH:31][CH:30]=[CH:29][CH:28]=1. Procedure: At -78° C., 27.8 ml of t-butyl lithium (1.7M) in hexane are added to 5.30 gm of 3-bromo-(1-hexenyl)benzene in 75 mls of tetrahydrofuran. The reaction is stirred for 10 minutes, and then 1.1 ml of Li2CuCl3 (0.20M/THF) is added followed dropwise by 5.78 grams of 1-bromo-5-benzyloxy pentane. After allowing the reaction mixture to come to ambient temperature over 5 hours and stirring for an additional 24 hours, silica gel is added; and the mixture is concentrated and then chromatographed (HPLC) to y... Reactants: CCC(CC)c1cc(C)nn2c(-c3scc(Br)c3C)c(C)nc12, O=C([O-])[O-], CCOC(C)=O, [Na+], [Na+], CC(=O)[O-], CC(=O)[O-], [Pd+2], c1ccc(P(c2ccccc2)c2ccccc2)cc1, OB(O)c1cccnc1. Product: CCC(CC)c1cc(C)nn2c(-c3scc(-c4cccnc4)c3C)c(C)nc12. As a reaction SMILES: [Br:1][c:2]1[c:3]([CH3:23])[c:4](-[c:7]2[c:8]([CH3:22])[n:9][c:10]3[n:11]2[n:12][c:13]([CH3:21])[cH:14][c:15]3[CH:16]([CH2:17][CH3:18])[CH2:19][CH3:20])[s:5][cH:6]1.[C:33](=[O:34])([O-:35])[O-:36].[CH3:58][CH2:59][O:60][C:61]([CH3:62])=[O:63].[Na+:37].[Na+:38].[O-:65][C:66]([CH3:67])=[O:68].[O-:69][C:70]([CH3:71])=[O:72].[Pd+2:64].[c:39]1([P:40]([c:41]2[cH:42][cH:43][cH:44][cH:45][cH:46]2)[c:47]2[cH:48][cH:49][cH:50][cH:51][cH:52]2)[cH:53][cH:54][cH:55][cH:56][cH:57]1.[n:24]1[cH:25][c:26]([B:30]([OH:31])[OH:32])[cH:27][cH:28][cH:29]1>>[c:2]1(-[c:26]2[cH:25][n:24][cH:29][cH:28][cH:27]2)[c:3]([CH3:23])[c:4](-[c:7]2[c:8]([CH3:22])[n:9][c:10]3[n:11]2[n:12][c:13]([CH3:21])[cH:14][c:15]3[CH:16]([CH2:17][CH3:18])[CH2:19][CH3:20])[s:5][cH:6]1.